From a dataset of the Open Reaction Database (ORD), a public repository of structured organic reaction records. describe an organic reaction: reactants, conditions, products, and yield Starting materials: 3R, 3S, C(C)(C)(C)OC(=O)C1=CC=C(OC(C=C)C)C=C1 (3-[4-(tert-butoxycarbonyl)phenoxy]-1-butene), ClC=1C=C(C(=O)OO)C=CC1 (3-chloroperoxybenzoic acid). Solvent: ClCCl (dichloromethane), C1(=CC=CC=C1)C (toluene). Run at time 140 hour. Product: O1CC1C(C)OC1=CC=C(C=C1)C(=O)OC(C)(C)C (1,2-Epoxy-3-[4-(tert-butoxycarbonyl)phenoxy]-butane). The yield is 87.9%. RXN SMILES: [C:1]([O:5][C:6]([C:8]1[CH:18]=[CH:17][C:11]([O:12][CH:13]([CH3:16])[CH:14]=[CH2:15])=[CH:10][CH:9]=1)=[O:7])([CH3:4])([CH3:3])[CH3:2].ClC1C=C(C=CC=1)C(OO)=[O:24]>ClCCl.C1(C)C=CC=CC=1>[O:24]1[CH:14]([CH:13]([O:12][C:11]2[CH:17]=[CH:18][C:8]([C:6]([O:5][C:1]([CH3:2])([CH3:4])[CH3:3])=[O:7])=[CH:9][CH:10]=2)[CH3:16])[CH2:15]1. Procedure: A solution of (3R and 3S)-3-[4-(tert-butoxycarbonyl)phenoxy]-1-butene (3.78 g, 15.2 mmol) in dry dichloromethane (50 ml) was treated at 22° C. with 3-chloroperoxybenzoic acid (4.8 g, 28.0 mmol) and the resulting mixture was stirred for 140 hours. The mixture was then diluted with toluene, washed with 5% sodium thiosulfate, sodium bicarbonate and dried (magnesium sulfate). Evaporation of the solvent and chromatography of the residue on silica gel (elution toluene-ethyl acetate 2%) gave 3.53 g (87... The reactants are [Cl-].[Al+3].[Cl-].[Cl-] (aluminum chloride), FC1=C(C=CC=C1)SC (2-fluorothioanisole), C1(=CC=CC=C1)CC(=O)Cl (phenylacetyl chloride). Solvent: ClCCl (dichloromethane). Reaction conditions: time 12 hour. Product: FC=1C=C(C=CC1SC)C(CC1=CC=CC=C1)=O (1-{3-fluoro-4-(methylthio)phenyl}-2-phenyl-ethan-1-one). Reaction SMILES: [F:1][C:2]1[CH:7]=[CH:6][CH:5]=[CH:4][C:3]=1[S:8][CH3:9].[Cl-].[Al+3].[Cl-].[Cl-].[C:14]1([CH2:20][C:21](Cl)=[O:22])[CH:19]=[CH:18][CH:17]=[CH:16][CH:15]=1>ClCCl>[F:1][C:2]1[CH:7]=[C:6]([C:21](=[O:22])[CH2:20][C:14]2[CH:19]=[CH:18][CH:17]=[CH:16][CH:15]=2)[CH:5]=[CH:4][C:3]=1[S:8][CH3:9] |f:1.2.3.4|. Procedure details: To a stirred solution of 1.5 ml 2-fluorothioanisole in 50 ml dichloromethane, were added at 0° C. 1.2 g of aluminum chloride and 1 ml of phenylacetyl chloride. The reaction mixture was stirred for 12 hours at the room temperature. Then the reaction was quenched by adding appropriate amount of ice and aqueous HCl in one portion. The quenched mixture was extracted with dichloromethane (50 ml×3) and the organic layer was washed with brine. The organic layer was dried over anhydrous magnesium sulfat... The reactants are Nc1ccc2c(c1)OCO2, CC(=O)[O-], CC(=O)O, O=[N+]([O-])c1cccnc1Cl, [Na+]. Product: O=[N+]([O-])c1cccnc1Nc1ccc2c(c1)OCO2. Reaction SMILES: [CH2:11]1[O:12][c:13]2[cH:14][c:15]([NH2:16])[cH:17][cH:18][c:19]2[O:20]1.[CH3:22][C:23](=[O:24])[O-:25].[CH3:26][C:27](=[O:28])[OH:29].[Cl:1][c:2]1[n:3][cH:4][cH:5][cH:6][c:7]1[N+:8](=[O:9])[O-:10].[Na+:21]>>[c:2]1([NH:16][c:15]2[cH:14][c:13]3[c:19]([cH:18][cH:17]2)[O:20][CH2:11][O:12]3)[n:3][cH:4][cH:5][cH:6][c:7]1[N+:8](=[O:9])[O-:10]. Reactants: CCO, CCN(C(C)C)C(C)C, Clc1ccc2c(OCC3CO3)ccnc2c1, C1=CCC2CNC(C1)CN2c1ccc2c(c1)Cc1ccccc1-2. Product: OC(COc1ccnc2cc(Cl)ccc12)CN1CC2CC=CCC1CN2c1ccc2c(c1)Cc1ccccc1-2. RXN SMILES: [CH3:49][CH2:50][OH:51].[CH:40]([N:41]([CH2:42][CH3:43])[CH:44]([CH3:45])[CH3:46])([CH3:47])[CH3:48].[Cl:1][c:2]1[cH:3][cH:4][c:5]2[c:6]([O:12][CH2:13][CH:14]3[O:15][CH2:16]3)[cH:7][cH:8][n:9][c:10]2[cH:11]1.[cH:17]1[c:18]([N:30]2[CH:31]3[CH2:32][CH:33]=[CH:34][CH2:35][CH:36]([CH2:37]2)[NH:38][CH2:39]3)[cH:19][cH:20][c:21]2[c:29]1[CH2:28][c:27]1[c:22]-2[cH:23][cH:24][cH:25][cH:26]1>>[Cl:1][c:2]1[cH:3][cH:4][c:5]2[c:6]([O:12][CH2:13][CH:14]([OH:15])[CH2:16][N:38]3[CH:36]4[CH2:35][CH:34]=[CH:33][CH2:32][CH:31]([N:30]([c:18]5[cH:17][c:29]6[c:21]([cH:20][cH:19]5)-[c:22]5[cH:23][cH:24][cH:25][cH:26][c:27]5[CH2:28]6)[CH2:37]4)[CH2:39]3)[cH:7][cH:8][n:9][c:10]2[cH:11]1.